Dataset: the Open Reaction Database (ORD), a public repository of structured organic reaction records. Task: describe an organic reaction: reactants, conditions, products, and yield Starting materials: NC=1SC=C(N1)/C(/C(=O)O)=N/OC(C)=O (2-(2-aminothiazol-4-yl)-2-(Z)-(acetoxyimino)acetic acid), C(C)(=O)OC(C)=O (acetic anhydride), C(C)(C)OC(C)C (isopropyl ether). Run in C(=O)O (formic acid). Reaction conditions: time 30 minute. Yields the product C(=O)NC=1SC=C(N1)/C(/C(=O)O)=N/OC(C)=O (2-(2-formylaminothiazol-4-yl)-2-(Z)-(acetoxyimino)acetic acid). As a reaction SMILES: [C:1](OC(=O)C)(=[O:3])C.[NH2:8][C:9]1[S:10][CH:11]=[C:12](/[C:14](=[N:18]/[O:19][C:20](=[O:22])[CH3:21])/[C:15]([OH:17])=[O:16])[N:13]=1.C(OC(C)C)(C)C>C(O)=O>[CH:1]([NH:8][C:9]1[S:10][CH:11]=[C:12](/[C:14](=[N:18]/[O:19][C:20](=[O:22])[CH3:21])/[C:15]([OH:17])=[O:16])[N:13]=1)=[O:3]. Procedure: To acetic anhydride (20.6 ml) was added formic acid (16.6 ml) at 15° C. The mixture was stirred at room temperature for 30 minutes. To the mixture was 2-(2-aminothiazol-4-yl)-2-(Z)-(acetoxyimino)acetic acid (10 g) under ice-cooling, and the reaction mixture was stirred at room temperature for 20 hours. To the mixture was added isopropyl ether (37.2 ml) under ice-cooling, and the mixture was stirred at the same temperature for 1 hour. The resulting precipitate was collected by filtration to give ... The reactants are C(C)OC(=O)C1=NC(=CC(=C1)Br)C(=O)OCC (Diethyl-4-bromo-2,6-pyridinedicarboxylate), N1CCNCC1 (piperazine). Solvent: O1CCOCC1 (dioxane). Yields the product [OH-].[NH4+] (ammonium hydroxide), C(C)OC(=O)C1=NC(=CC(=C1)N1CCNCC1)C(=O)OCC (Diethyl-4-piperazinyl-2,6-pyridinedicarboxylate). Isolated yield 198.5%. As a reaction SMILES: [CH2:1]([O:3][C:4]([C:6]1[CH:11]=[C:10](Br)[CH:9]=[C:8]([C:13]([O:15][CH2:16][CH3:17])=[O:14])[N:7]=1)=[O:5])[CH3:2].[NH:18]1[CH2:23][CH2:22][NH:21][CH2:20][CH2:19]1>O1CCOCC1>[OH-:3].[NH4+:7].[CH2:1]([O:3][C:4]([C:6]1[CH:11]=[C:10]([N:18]2[CH2:23][CH2:22][NH:21][CH2:20][CH2:19]2)[CH:9]=[C:8]([C:13]([O:15][CH2:16][CH3:17])=[O:14])[N:7]=1)=[O:5])[CH3:2] |f:3.4|. Procedure details: A mixture of diethyl 4-bromopyridine-2,6-dicarboxylate (Example 44) (3.02 g, 10.0 mmol) and piperazine (Aldrich, 4.3 g, 50 mmol) in dioxane (200 mL) was refluxed for 24 hours. The precipitate was filtered off and the filtrate was concentrated under vacuum. The residue was dissolved in ethyl acetate and washed four times with brine. The organic solution was dried (Na2SO4) and the solvent was evaporated. The residue was purified by flash chromatography on a silica gel column (22 cm×3 cm). Elution ... The reactants are C(C1=CC=CC=C1)OC(=O)N\C(\C(=O)OC)=C/C1=CC(=NC=C1NC(=O)OC(C)(C)C)C1=CC=CC=C1 ((Z)-Methyl 2-(benzyloxycarbonylamino)-3-(5-(tert-butoxycarbonyl amino)-2-phenylpyridin-4-yl)acrylate). Solvent: C1CCOC1 (THF), CO (MeOH). Run at time 2 day. Yields the product C(C1=CC=CC=C1)OC(=O)NC(C(=O)OC)CC1=CC(=NC=C1NC(=O)OC(C)(C)C)C1=CC=CC=C1 (Methyl 2-(benzyloxycarbonylamino)-3-(5-(tert-butoxycarbonyl amino)-2-phenylpyridin-4-yl)propanoate). Yield: 94.4%. As a reaction SMILES: [CH2:1]([O:8][C:9]([NH:11]/[C:12](=[CH:17]\[C:18]1[C:23]([NH:24][C:25]([O:27][C:28]([CH3:31])([CH3:30])[CH3:29])=[O:26])=[CH:22][N:21]=[C:20]([C:32]2[CH:37]=[CH:36][CH:35]=[CH:34][CH:33]=2)[CH:19]=1)/[C:13]([O:15][CH3:16])=[O:14])=[O:10])[C:2]1[CH:7]=[CH:6][CH:5]=[CH:4][CH:3]=1>C1COCC1.CO>[CH2:1]([O:8][C:9]([NH:11][CH:12]([CH2:17][C:18]1[C:23]([NH:24][C:25]([O:27][C:28]([CH3:30])([CH3:31])[CH3:29])=[O:26])=[CH:22][N:21]=[C:20]([C:32]2[CH:33]=[CH:34][CH:35]=[CH:36][CH:37]=2)[CH:19]=1)[C:13]([O:15][CH3:16])=[O:14])=[O:10])[C:2]1[CH:7]=[CH:6][CH:5]=[CH:4][CH:3]=1. Procedure details: A suspension of 3D (1.1 g, 2.18 mmol) and platinium 5% wt. on activated carbon (800 mg) in THF (80 mL) and MeOH (80 mL) was stirred at RT under H2 at 70 psi for 2 days. After this time, no starting material was detected by LC-MS. The reaction mixture was filtered and the filtrate was concentrated to give the title compound as a off-white foam (1.04 g, 94%). LC/MS (method A): retention time=3.19 min (M+H)+=506. Reactants: COC=1C=CC2=C(SC(=C2C(=O)OCC)NC2=C(C=CC=C2)[N+](=O)[O-])C1 (ethyl 6-methoxy-2-(2-nitroanilino)benzo[b]thiophene-3-carboxylate), [H][H] (hydrogen). The reagents and catalysts are [C].[Pd] (palladium-carbon). Solvent: C(C)(=O)OCC (ethyl acetate). The product is NC1=C(NC2=C(C3=C(S2)C=C(C=C3)OC)C(=O)OCC)C=CC=C1 (ethyl 2-(2-aminoanilino)-6-methoxybenzo[b]thiophene-3-carboxylate). RXN SMILES: [CH3:1][O:2][C:3]1[CH:4]=[CH:5][C:6]2[C:10]([C:11]([O:13][CH2:14][CH3:15])=[O:12])=[C:9]([NH:16][C:17]3[CH:22]=[CH:21][CH:20]=[CH:19][C:18]=3[N+:23]([O-])=O)[S:8][C:7]=2[CH:26]=1.[H][H]>[C].[Pd].C(OCC)(=O)C>[NH2:23][C:18]1[CH:19]=[CH:20][CH:21]=[CH:22][C:17]=1[NH:16][C:9]1[S:8][C:7]2[CH:26]=[C:3]([O:2][CH3:1])[CH:4]=[CH:5][C:6]=2[C:10]=1[C:11]([O:13][CH2:14][CH3:15])=[O:12] |f:2.3|. Procedure: In the same manner as in Starting Material Synthesis Example 19 and using ethyl 6-methoxy-2-(2-nitroanilino)benzo[b]thiophene-3-carboxylate, ethyl acetate, 10% palladium-carbon and hydrogen (60 atm kg/cm2), ethyl 2-(2-aminoanilino)-6-methoxybenzo[b]thiophene-3-carboxylate is obtained. Reactants: Cl (hydrochloric acid), C(C)(=O)C=1C2=C(SC1)C=CC(=C2)OS(=O)(=O)C2=CC=CC=C2 (3-Acetyl-5-benzenesulfonyloxy-benzo[b]thiophene), C1(=CC=CC=C1)S(=O)(=O)OC1=CC=C(C=C1)SCC#C (4-(2-Propyn-1-ylthio)phenyl benzenesulfonate), Cl[O-].[Na+] (sodium hypochlorite). The solvent is O1CCOCC1 (dioxane), ice water. Run at temperature 11 celsius, time 7 hour. Yields the product C1(=CC=CC=C1)S(=O)(=O)OC1=CC2=C(SC=C2C(=O)O)C=C1 (5-Benzenesulfonyloxybenzo[b]thiophene-3-carboxylic acid). The yield is 82.4%. As a reaction SMILES: [C:1]([C:4]1[C:5]2[CH:12]=[C:11]([O:13][S:14]([C:17]3[CH:22]=[CH:21][CH:20]=[CH:19][CH:18]=3)(=[O:16])=[O:15])[CH:10]=[CH:9][C:6]=2[S:7][CH:8]=1)(=[O:3])C.C1(S(OC2C=CC(SCC#C)=CC=2)(=O)=[O:30])C=CC=CC=1.Cl[O-].[Na+].Cl>O1CCOCC1>[C:17]1([S:14]([O:13][C:11]2[CH:10]=[CH:9][C:6]3[S:7][CH:8]=[C:4]([C:1]([OH:30])=[O:3])[C:5]=3[CH:12]=2)(=[O:15])=[O:16])[CH:18]=[CH:19][CH:20]=[CH:21][CH:22]=1 |f:2.3|. Procedure details: The compound (9) (6.65 g, 20 mmol) prepared in above (2) was dissolved in dioxane (50 ml), and 10% sodium hypochlorite (46.2 ml) was added over 20 minutes with stirring while maintaining the temperature at 10-12° C. After 7 hours, the reaction mixture was diluted with ice-water (80 ml) and acidified with conc. hydrochloric acid (5.2 ml). The deposited crystals were filtered, washed with water, dried to provide 5.84 g of crude crystals. The 5.84 g of the crude crystals were recrystallized from me... Solvent: O (water), CN(C=O)C (N,N-dimethylformamide), O (water), CN(C=O)C (N,N-dimethylformamide). Reaction SMILES: [H-].[Na+].[F:3][C:4]1[CH:10]=[C:9]([N+:11]([O-:13])=[O:12])[C:8]([F:14])=[CH:7][C:5]=1[NH2:6].[H][H].Cl[C:18]([O:20][CH2:21][CH3:22])=[O:19].Cl.[OH-].[Na+]>CN(C)C=O.O>[CH2:21]([O:20][C:18]([NH:6][C:5]1[CH:7]=[C:8]([F:14])[C:9]([N+:11]([O-:13])=[O:12])=[CH:10][C:4]=1[F:3])=[O:19])[CH3:22] |f:0.1,6.7|. Conditions: time 20 hour. Procedure details: Under a nitrogen atmosphere, a stirred mixture of 2.2 grams (0.055 mole) of sodium hydride (60% in mineral oil) in about 40 mL of N,N-dimethylformamide was cooled in an ice-bath, and a solution of 8.0 grams (0.046 mole) of 2,5-difluoro-4-nitroaniline in 100 mL of N,N-dimethylformamide was added dropwise. After the evolution of hydrogen ceased, 7.5 grams (0.069 mole) of ethyl chloroformate was added in small portions. Upon completion of the addition, the reaction mixture was allowed to warm to am... Yield: 61.8%. Product: C(C)OC(=O)NC1=C(C=C(C(=C1)F)[N+](=O)[O-])F (N-ethoxycarbonyl-2,5-difluoro-4-nitroaniline). Starting materials: [OH-].[Na+] (sodium hydroxide), ClC(=O)OCC (ethyl chloroformate), Cl (hydrochloric acid), FC1=C(N)C=C(C(=C1)[N+](=O)[O-])F (2,5-difluoro-4-nitroaniline), Cl (hydrochloric acid), [H][H] (hydrogen), [H-].[Na+] (sodium hydride).